Dataset: the Open Reaction Database (ORD), a public repository of structured organic reaction records. Task: describe an organic reaction: reactants, conditions, products, and yield The reactants are C[Si](C)(C)[N-][Si](C)(C)C, CN1CCCC1=O, Cc1cc([N+](=O)[O-])cc(C)c1Cl, Cl, O=S(=O)(c1ccc(F)cc1)c1cc(O)ccc1O, [K+], C1COCCOCCOCCOCCOCCO1. The product is Cc1cc([N+](=O)[O-])cc(C)c1Oc1ccc(O)c(S(=O)(=O)c2ccc(F)cc2)c1. As a reaction SMILES: [CH3:19][Si:20]([N-:21][Si:22]([CH3:23])([CH3:24])[CH3:25])([CH3:26])[CH3:27].[CH3:60][N:61]1[CH2:62][CH2:63][CH2:64][C:65]1=[O:66].[Cl:47][c:48]1[c:49]([CH3:58])[cH:50][c:51]([N+:55](=[O:56])[O-:57])[cH:52][c:53]1[CH3:54].[ClH:59].[F:1][c:2]1[cH:3][cH:4][c:5]([S:8](=[O:9])(=[O:10])[c:11]2[c:12]([OH:18])[cH:13][cH:14][c:15]([OH:17])[cH:16]2)[cH:6][cH:7]1.[K+:28].[O:29]1[CH2:30][CH2:31][O:32][CH2:33][CH2:34][O:35][CH2:36][CH2:37][O:38][CH2:39][CH2:40][O:41][CH2:42][CH2:43][O:44][CH2:45][CH2:46]1>>[F:1][c:2]1[cH:3][cH:4][c:5]([S:8](=[O:9])(=[O:10])[c:11]2[c:12]([OH:18])[cH:13][cH:14][c:15]([O:17][c:48]3[c:49]([CH3:58])[cH:50][c:51]([N+:55](=[O:56])[O-:57])[cH:52][c:53]3[CH3:54])[cH:16]2)[cH:6][cH:7]1. The reactants are CO, [H][H], COc1cc(C(=O)N2CCN(C(=O)C=C(C#Cc3ccccc3)c3ccccc3)CC2)cc(OC)c1OC, c1ccc2ncccc2c1. The product is COc1cc(C(=O)N2CCN(C(=O)C=C(C=Cc3ccccc3)c3ccccc3)CC2)cc(OC)c1OC. As a reaction SMILES: [CH3:51][OH:52].[H:49][H:50].[c:11]1([C:17](=[CH:18][C:19](=[O:20])[N:21]2[CH2:22][CH2:23][N:24]([C:27]([c:28]3[cH:29][c:30]([O:38][CH3:39])[c:31]([O:36][CH3:37])[c:32]([O:34][CH3:35])[cH:33]3)=[O:40])[CH2:25][CH2:26]2)[C:41]#[C:42][c:43]2[cH:44][cH:45][cH:46][cH:47][cH:48]2)[cH:12][cH:13][cH:14][cH:15][cH:16]1.[cH:1]1[cH:2][c:3]2[c:4]([n:5][cH:6][cH:7][cH:8]2)[cH:9][cH:10]1>>[c:11]1([C:17](=[CH:18][C:19](=[O:20])[N:21]2[CH2:22][CH2:23][N:24]([C:27]([c:28]3[cH:29][c:30]([O:38][CH3:39])[c:31]([O:36][CH3:37])[c:32]([O:34][CH3:35])[cH:33]3)=[O:40])[CH2:25][CH2:26]2)[CH:41]=[CH:42][c:43]2[cH:44][cH:45][cH:46][cH:47][cH:48]2)[cH:12][cH:13][cH:14][cH:15][cH:16]1.